From a dataset of the Open Reaction Database (ORD), a public repository of structured organic reaction records. describe an organic reaction: reactants, conditions, products, and yield The reactants are OCCCCO, CCP(=O)(O)CC(C)C(=O)O, Cc1ccccc1, O. The product is CCP(=O)(O)CC(C)C(=O)OCCCCO. RXN SMILES: [CH2:12]([CH2:13][CH2:14][CH2:15][OH:16])[OH:17].[CH2:1]([CH3:2])[P:3](=[O:4])([CH2:5][CH:6]([C:7](=[O:8])[OH:9])[CH3:10])[OH:11].[CH3:19][c:20]1[cH:21][cH:22][cH:23][cH:24][cH:25]1.[OH2:18]>>[CH2:1]([CH3:2])[P:3](=[O:4])([CH2:5][CH:6]([C:7](=[O:8])[O:9][CH2:12][CH2:13][CH2:14][CH2:15][OH:16])[CH3:10])[OH:11].